From a dataset of the Open Reaction Database (ORD), a public repository of structured organic reaction records. describe an organic reaction: reactants, conditions, products, and yield Reactants: C[Si](C)(C)CCOCCl, CCOC(C)=O, CCN(C(C)C)C(C)C, COc1nc(C)cnc1NS(=O)(=O)c1cnccc1Cl, CN(C)C=O. The product is COc1nc(C)cnc1N(COCC[Si](C)(C)C)S(=O)(=O)c1cnccc1Cl. Reaction SMILES: [CH3:1][Si:2]([CH2:3][CH2:4][O:5][CH2:6][Cl:7])([CH3:8])[CH3:9].[CH3:39][CH2:40][O:41][C:42](=[O:43])[CH3:44].[CH:30]([N:31]([CH2:32][CH3:33])[CH:34]([CH3:35])[CH3:36])([CH3:37])[CH3:38].[Cl:10][c:11]1[c:12]([S:17](=[O:18])(=[O:19])[NH:20][c:21]2[n:22][cH:23][c:24]([CH3:29])[n:25][c:26]2[O:27][CH3:28])[cH:13][n:14][cH:15][cH:16]1.[O:45]=[CH:46][N:47]([CH3:48])[CH3:49]>>[CH3:1][Si:2]([CH2:3][CH2:4][O:5][CH2:6][N:20]([S:17]([c:12]1[c:11]([Cl:10])[cH:16][cH:15][n:14][cH:13]1)(=[O:18])=[O:19])[c:21]1[n:22][cH:23][c:24]([CH3:29])[n:25][c:26]1[O:27][CH3:28])([CH3:8])[CH3:9]. The reactants are COc1ccc(CN2CC(C(C)O[Si](C)(C)C(C)(C)C)C2=O)cc1, CC#N, [K+], [K+], [K+], [K+], O, O=P([O-])([O-])O, O=S(=O)([O-])OOS(=O)(=O)[O-]. Product: CC(O[Si](C)(C)C(C)(C)C)C1CNC1=O. Reaction SMILES: [C:1]([CH3:2])([CH3:3])([CH3:4])[Si:5]([O:6][CH:7]([CH3:8])[CH:9]1[C:10](=[O:22])[N:11]([CH2:13][c:14]2[cH:15][cH:16][c:17]([O:18][CH3:19])[cH:20][cH:21]2)[CH2:12]1)([CH3:23])[CH3:24].[CH3:44][C:45]#[N:46].[K+:35].[K+:36].[K+:42].[K+:43].[OH2:47].[P:37]([O-:38])([O-:39])([OH:40])=[O:41].[S:25]([O:26][O:27][S:28]([O-:29])(=[O:30])=[O:31])([O-:32])(=[O:33])=[O:34]>>[C:1]([CH3:2])([CH3:3])([CH3:4])[Si:5]([O:6][CH:7]([CH3:8])[CH:9]1[C:10](=[O:22])[NH:11][CH2:12]1)([CH3:23])[CH3:24]. The reactants are O=C([O-])[O-], O=Cc1ccc(C(=O)O)cc1, CI, CN(C)C=O, [K+], [K+], O. Yields the product COC(=O)c1ccc(C=O)cc1. RXN SMILES: [C:1](=[O:2])([O-:3])[O-:4].[C:7]([c:8]1[cH:9][cH:10][c:11]([CH:12]=[O:13])[cH:14][cH:15]1)(=[O:16])[OH:17].[CH3:18][I:19].[CH3:21][N:22]([CH3:23])[CH:24]=[O:25].[K+:5].[K+:6].[OH2:20]>>[CH3:1][O:17][C:7]([c:8]1[cH:9][cH:10][c:11]([CH:12]=[O:13])[cH:14][cH:15]1)=[O:16]. Reactants: CO, ClC(Cl)Cl, O=[N+]([O-])c1cccc(-c2ccccc2)c1. The product is Nc1cccc(-c2ccccc2)c1. As a reaction SMILES: [CH3:16][OH:17].[Cl:18][CH:19]([Cl:20])[Cl:21].[N+:1]([O-:2])(=[O:3])[c:4]1[cH:5][c:6](-[c:10]2[cH:11][cH:12][cH:13][cH:14][cH:15]2)[cH:7][cH:8][cH:9]1>>[NH2:1][c:4]1[cH:5][c:6](-[c:10]2[cH:11][cH:12][cH:13][cH:14][cH:15]2)[cH:7][cH:8][cH:9]1. The reactants are COC(=O)C(N)Cc1ccc(F)c(Br)c1, Cl, O=C(O)c1ccc(I)cc1NS(=O)(=O)c1cccc2nsnc12. Product: COC(=O)C(Cc1ccc(F)c(Br)c1)NC(=O)c1ccc(I)cc1NS(=O)(=O)c1cccc2nsnc12. Reaction SMILES: [CH3:25][O:26][C:27]([CH:28]([CH2:29][c:30]1[cH:31][c:32]([Br:37])[c:33]([F:36])[cH:34][cH:35]1)[NH2:38])=[O:39].[ClH:24].[n:1]1[c:2]2[c:3]([n:4][s:5]1)[c:6]([S:10](=[O:11])(=[O:12])[NH:13][c:14]1[c:15]([C:16](=[O:17])[OH:18])[cH:19][cH:20][c:21]([I:23])[cH:22]1)[cH:7][cH:8][cH:9]2>>[n:1]1[c:2]2[c:3]([n:4][s:5]1)[c:6]([S:10](=[O:11])(=[O:12])[NH:13][c:14]1[c:15]([C:16](=[O:17])[NH:38][CH:28]([C:27]([O:26][CH3:25])=[O:39])[CH2:29][c:30]3[cH:31][c:32]([Br:37])[c:33]([F:36])[cH:34][cH:35]3)[cH:19][cH:20][c:21]([I:23])[cH:22]1)[cH:7][cH:8][cH:9]2. Starting materials: [Br-], O=C1CCc2ccccc21, C[Mg+]. As a reaction SMILES: [Br-:11].[C:1]1(=[O:10])[CH2:2][CH2:3][c:4]2[cH:5][cH:6][cH:7][cH:8][c:9]21.[CH3:12][Mg+:13]>>[C:1]1([OH:10])([CH3:12])[CH2:2][CH2:3][c:4]2[cH:5][cH:6][cH:7][cH:8][c:9]21. The product is CC1(O)CCc2ccccc21. Yields the product ClC=1C2=C(N=C(N1)C1=C(C=C(C(=C1)F)Cl)F)C=CS2 (4-chloro-2-(4-chloro-2,5-difluorophenyl)thieno[3,2-d]pyrimidine). RXN SMILES: [Cl:1][C:2]1[C:7]([F:8])=[CH:6][C:5]([C:9]2[NH:14][C:13]3[CH:15]=[CH:16][S:17][C:12]=3[C:11](=O)[N:10]=2)=[C:4]([F:19])[CH:3]=1.P(Cl)(Cl)([Cl:22])=O>>[Cl:22][C:11]1[C:12]2[S:17][CH:16]=[CH:15][C:13]=2[N:14]=[C:9]([C:5]2[CH:6]=[C:7]([F:8])[C:2]([Cl:1])=[CH:3][C:4]=2[F:19])[N:10]=1. Conditions: temperature 90 celsius, time 4 hour. Reported procedure: A mixture of 2-(4-chloro-2,5-difluorophenyl)thieno[3,2-d]pyrimidine-4(1H)-one and phosphorus oxychloride was stirred for four hours at 90° C. to give 4-chloro-2-(4-chloro-2,5-difluorophenyl)thieno[3,2-d]pyrimidine. Starting materials: ClC1=CC(=C(C=C1F)C1=NC(C2=C(N1)C=CS2)=O)F (2-(4-chloro-2,5-difluorophenyl)thieno[3,2-d]pyrimidine-4(1H)-one), P(=O)(Cl)(Cl)Cl (phosphorus oxychloride).